Dataset: the Open Reaction Database (ORD), a public repository of structured organic reaction records. Task: describe an organic reaction: reactants, conditions, products, and yield Product: CC1(CN2C3=C(C=C2C1)C(NCC3)=O)C (7,7-dimethyl-2,3,4,6,7,8-hexahydro-1H-pyrido[3,4-b]pyrrolizin-1-one). The yield is 60.7%. Run in O (Water), CN1CCCC1=O (NMP). Procedure details: A microwave vial was charged with 137m (900 mg, 3.63 mmol), Cu2O (26 mg, 0.18 mmol), phenanthroline (66 mg, 0.36 mmol), quinoline (3 g, 23 mmol) and NMP (8 mL). The reaction mixture was microwaved at 200° C. for 3 h. See FIG. 2. Water was added and the mixture was neutralized to pH 7 by addition of 1N HCl and extracted with EA (50 mL×3). The combined organic extracts were dried over anhydrous sodium sulfate, filtered, and concentrated under reduced pressure. The residue was purified by silica ge... The reactants are Cl (HCl), CC1(CN2C3=C(C(=C2C1)C(=O)O)C(NCC3)=O)C (7,7-dimethyl-1-oxo-2,3,4,6,7,8-hexahydro-1H-pyrido[3,4-b]pyrrolizine-9-carboxylic acid), Cu2O, N1=CC=CC2=CC=C3C=CC=NC3=C12 (phenanthroline), N1=CC=CC2=CC=CC=C12 (quinoline). Reaction SMILES: [CH3:1][C:2]1([CH3:18])[CH2:9][C:8]2[N:4]([C:5]3[CH2:16][CH2:15][NH:14][C:13](=[O:17])[C:6]=3[C:7]=2C(O)=O)[CH2:3]1.N1C2C(=CC=C3C=2N=CC=C3)C=CC=1.N1C2C(=CC=CC=2)C=CC=1.Cl>O.CN1C(=O)CCC1>[CH3:1][C:2]1([CH3:18])[CH2:9][C:8]2[N:4]([C:5]3[CH2:16][CH2:15][NH:14][C:13](=[O:17])[C:6]=3[CH:7]=2)[CH2:3]1. Reactants: C1(=CC=CC=C1)C (toluol), COC(=O)C(CCC(CCC)(C1=CC=CC=C1)C#N)C(=O)OC (4-cyano-4-phenyl heptane dicarboxylic acid dimethylester), C(C)(=O)O (acetic acid), CC(C)(C)[O-].[K+] (Potassium tert-butylate). The solvent is O1CCCC1 (tetrahydrofuran). Reaction conditions: time 5 hour. Product: COC(=O)C1C(CCC(C1)(C1=CC=CC=C1)C#N)=O (5-cyano-2-oxo-5-phenyl-cyclohexane carboxylic acid methyl ester). As a reaction SMILES: COC(C(C(OC)=O)C[CH2:7][C:8]([C:18]#[N:19])([C:12]1[CH:17]=[CH:16][CH:15]=[CH:14][CH:13]=1)[CH2:9]CC)=O.[CH3:24][C:25]([O-:28])(C)[CH3:26].[K+].[C:30]([OH:33])(=[O:32])C.[C:34]1(C)C=CC=CC=1>O1CCCC1>[CH3:34][O:33][C:30]([CH:24]1[CH2:9][C:8]([C:18]#[N:19])([C:12]2[CH:17]=[CH:16][CH:15]=[CH:14][CH:13]=2)[CH2:7][CH2:26][C:25]1=[O:28])=[O:32] |f:1.2|. Procedure: 4-cyano-4-phenyl heptane dicarboxylic acid dimethylester (19.8 g, 68 mmol) was dissolved in dry tetrahydrofuran (480 mL). Potassium tert-butylate (13.2 g, 120 mmol) was then added in portions. During this addition the reaction mixture changed colour to orange. The batch was then boiled for 5 h with reflux. A brown solution was formed during boiling. The reaction mixture was cooled to room temperature overnight. 2.5N acetic acid (230 mL) was slowly added in drops to the reaction mixture with ice ... Starting materials: N1CCC(CC1)NC(OC(C)(C)C)=O (tert-Butyl piperidin-4-ylcarbamate), BrC=1SC(=CN1)C(=O)OC (methyl 2-bromo-1,3-thiazole-5-carboxylate), C(C)(C)N(CC)C(C)C (diisopropylethylamine). The solvent is CN(C)C=O (DMF). Run at temperature 130 celsius. Yields the product C(C)(C)(C)OC(=O)NC1CCN(CC1)C=1SC(=CN1)C(=O)OC (Methyl 2-{4-[(tert-butoxycarbonyl)amino]piperidin-1-yl}-1,3-thiazole-5-carboxylate). Reaction SMILES: [NH:1]1[CH2:6][CH2:5][CH:4]([NH:7][C:8](=[O:14])[O:9][C:10]([CH3:13])([CH3:12])[CH3:11])[CH2:3][CH2:2]1.Br[C:16]1[S:17][C:18]([C:21]([O:23][CH3:24])=[O:22])=[CH:19][N:20]=1.C(N(C(C)C)CC)(C)C>CN(C=O)C>[C:10]([O:9][C:8]([NH:7][CH:4]1[CH2:3][CH2:2][N:1]([C:16]2[S:17][C:18]([C:21]([O:23][CH3:24])=[O:22])=[CH:19][N:20]=2)[CH2:6][CH2:5]1)=[O:14])([CH3:11])([CH3:13])[CH3:12]. Procedure: tert-Butyl piperidin-4-ylcarbamate (4.5 g, 22 mmol), methyl 2-bromo-1,3-thiazole-5-carboxylate (5.0 g, 22 mmol), and diisopropylethylamine (3.8 ml, 22 mmol) were suspended in anhydrous DMF and heated to an external temperature of 130° C. for 1.5 hours. The DMF was removed and the solid was partitioned with EtOAc and water. The combined organic extracts were washed with brine, dried with MgSO4 and concentrated to a yellow solid (7.05 g, 94%). Reactants: ClC=1C(=C2N=C(C(=NC2=CC1Cl)OC)OC)C (6,7-dichloro-2,3-dimethoxy-5-methylquinoxaline), BrN1C(CCC1=O)=O (N-bromosuccinimide), CC(C)(C#N)N=NC(C)(C)C#N (α,α-azoisobutyronitrile). The solvent is ClC(C)(Cl)Cl (1,1,1-trichloroethane). Product: BrCC1=C2N=C(C(=NC2=CC(=C1Cl)Cl)OC)OC (5-bromomethyl-6,7-dichloro-2,3-dimethoxyquinoxaline). Isolated yield 89.3%. Reaction SMILES: [Cl:1][C:2]1[C:3]([CH3:17])=[C:4]2[C:9](=[CH:10][C:11]=1[Cl:12])[N:8]=[C:7]([O:13][CH3:14])[C:6]([O:15][CH3:16])=[N:5]2.[Br:18]N1C(=O)CCC1=O.CC(N=NC(C#N)(C)C)(C#N)C>ClC(Cl)(Cl)C>[Br:18][CH2:17][C:3]1[C:2]([Cl:1])=[C:11]([Cl:12])[CH:10]=[C:9]2[C:4]=1[N:5]=[C:6]([O:15][CH3:16])[C:7]([O:13][CH3:14])=[N:8]2. Procedure: A mixture of 6,7-dichloro-2,3-dimethoxy-5-methylquinoxaline (from step (f), 22.0 g, 80.5 mmol), N-bromosuccinimide (17.2 g, 96.6 mmol) and α,α-azoisobutyronitrile (1.3 g, 8.0 mmol) was heated at reflux in 1,1,1-trichloroethane (400 ml) for 4 h under irradiation from a 500 W sunlamp. The mixture was cooled, silica gel (50 g, 60-230 m) was added, and the solvent was removed under reduced pressure. The residue was applied to the top of a silica gel chromatography column, and the product was eluted ... Starting materials: CC=1C=C(C=CC1N)C=1N=CNC1 (4-(3-Methyl-4-amino-phenyl)-1-H-imidazole), C(#N)N=C([O-])CC (N-Cyano-ethylformimidate). Solvent: C(C)O (ethanol). The product is 11.3, C(#N)NC=NC1=C(C=C(C=C1)C=1N=CNC1)C (N-Cyano-N'-[2-methyl-4-(imidazol-4-yl)-phenyl]-formamidine). As a reaction SMILES: [CH3:1][C:2]1[CH:3]=[C:4]([C:9]2[N:10]=[CH:11][NH:12][CH:13]=2)[CH:5]=[CH:6][C:7]=1[NH2:8].[C:14]([N:16]=[C:17](CC)[O-])#[N:15]>C(O)C>[C:14]([NH:16][CH:17]=[N:8][C:7]1[CH:6]=[CH:5][C:4]([C:9]2[N:10]=[CH:11][NH:12][CH:13]=2)=[CH:3][C:2]=1[CH3:1])#[N:15]. Procedure: A solution of 4-(3-Methyl-4-amino-phenyl)-1-H-imidazole (15.9 g) and N-Cyano-ethylformimidate (9 g) in ethanol (100 ml) was stirred overnight at room temperature. The solid which crystallized out was filtered off and dried to give 11.3 of the desired compound. M.p. 200°-202° C. Starting materials: CI, CC#N, CCOC(C)=O, COC(=O)C(N)CSCc1c(O[Si](C)(C)C(C)(C)C)cc(OC)cc1C(=O)OCc1ccc([N+](=O)[O-])cc1. The product is CNC(CSCc1c(O[Si](C)(C)C(C)(C)C)cc(OC)cc1C(=O)OCc1ccc([N+](=O)[O-])cc1)C(=O)OC. As a reaction SMILES: [CH3:39][I:40].[CH3:41][C:42]#[N:43].[CH3:44][CH2:45][O:46][C:47](=[O:48])[CH3:49].[NH2:1][CH:2]([CH2:3][S:4][CH2:5][c:6]1[c:7]([C:8](=[O:9])[O:10][CH2:11][c:12]2[cH:13][cH:14][c:15]([N+:18](=[O:19])[O-:20])[cH:16][cH:17]2)[cH:21][c:22]([O:33][CH3:34])[cH:23][c:24]1[O:25][Si:26]([CH3:27])([CH3:28])[C:29]([CH3:30])([CH3:31])[CH3:32])[C:35](=[O:36])[O:37][CH3:38]>>[NH:1]([CH:2]([CH2:3][S:4][CH2:5][c:6]1[c:7]([C:8](=[O:9])[O:10][CH2:11][c:12]2[cH:13][cH:14][c:15]([N+:18](=[O:19])[O-:20])[cH:16][cH:17]2)[cH:21][c:22]([O:33][CH3:34])[cH:23][c:24]1[O:25][Si:26]([CH3:27])([CH3:28])[C:29]([CH3:30])([CH3:31])[CH3:32])[C:35](=[O:36])[O:37][CH3:38])[CH3:39].